From a dataset of the Open Reaction Database (ORD), a public repository of structured organic reaction records. describe an organic reaction: reactants, conditions, products, and yield The reactants are COc1ccc2c(C(=O)c3ccc(F)cc3)c(-c3ccc(OCCN4CCCC4)cc3)sc2c1, CN(C)C1CCCCC1O. Product: COc1ccc2c(C(=O)c3ccc(OC4CCCCC4N(C)C)cc3)c(-c3ccc(OCCN4CCCC4)cc3)sc2c1. Reaction SMILES: [CH3:1][O:2][c:3]1[cH:4][cH:5][c:6]2[c:7]([s:8][c:9](-[c:20]3[cH:21][cH:22][c:23]([O:26][CH2:27][CH2:28][N:29]4[CH2:30][CH2:31][CH2:32][CH2:33]4)[cH:24][cH:25]3)[c:10]2[C:11](=[O:12])[c:13]2[cH:14][cH:15][c:16]([F:19])[cH:17][cH:18]2)[cH:34]1.[CH3:35][N:36]([CH:37]1[CH:38]([OH:43])[CH2:39][CH2:40][CH2:41][CH2:42]1)[CH3:44]>>[CH3:1][O:2][c:3]1[cH:4][cH:5][c:6]2[c:7]([s:8][c:9](-[c:20]3[cH:21][cH:22][c:23]([O:26][CH2:27][CH2:28][N:29]4[CH2:30][CH2:31][CH2:32][CH2:33]4)[cH:24][cH:25]3)[c:10]2[C:11](=[O:12])[c:13]2[cH:14][cH:15][c:16]([O:43][CH:38]3[CH:37]([N:36]([CH3:35])[CH3:44])[CH2:42][CH2:41][CH2:40][CH2:39]3)[cH:17][cH:18]2)[cH:34]1. Starting materials: NCC=1C=CC(=NC1)Cl (5-aminomethyl-2-chloropyridine), C1(=C(C(=CC(=C1)C)C)C=O)C (mesitaldehyde), C1(=CC=CC=C1)C (toluene). The solvent is O (water), O (water). Product: CC1=C(C=NCC=2C=CC(=NC2)Cl)C(=CC(=C1)C)C (N-(2,4,6-trimethylbenzylidene)-2-chloro-5-pyridylmethylamine). The yield is 99.1%. As a reaction SMILES: [NH2:1][CH2:2][C:3]1[CH:4]=[CH:5][C:6]([Cl:9])=[N:7][CH:8]=1.[C:10]1([CH3:20])[CH:15]=[C:14]([CH3:16])[CH:13]=[C:12]([CH3:17])[C:11]=1[CH:18]=O.C1(C)C=CC=CC=1>O>[CH3:20][C:10]1[CH:15]=[C:14]([CH3:16])[CH:13]=[C:12]([CH3:17])[C:11]=1[CH:18]=[N:1][CH2:2][C:3]1[CH:4]=[CH:5][C:6]([Cl:9])=[N:7][CH:8]=1. Procedure details: A mixture of 5-aminomethyl-2-chloropyridine (14.25 g), mesitaldehyde (14.8 g) and toluene (100 ml) was heated under reflux for 3 hours. The water which was formed during the reaction was trapped by Dean and Stark constant water separator. The toluene was distilled off from the mixture under reduced pressure, so as to obtain N-(2,4,6-trimethylbenzylidene)-2-chloro-5-pyridylmethylamine (27 g). m.p. 47°-48° C. Reported procedure: 4-Trifluoromethyl-1H-pyrrolo[2,3-b]pyridine (1.5 g, 8 mmol) was suspended in tetrahydrofuran (20 mL) and cooled to 0° C. Sodium hydride (390 mg, 9.7 mmol) was added in small portions and the mixture was stirred at 0° C. for 1 h. Triisopropylsilyl chloride (2.6 mL, 12 mmol) was added and the mixture was stirred at 23° C. for 12 h. The reaction was quenched with saturated ammonium chloride solution (10 mL) and diluted with water (5 mL). The mixture was applied to a Varian chemelut cartridge and el... Product: FC(C1=C2C(=NC=C1)N(C=C2)[Si](C(C)C)(C(C)C)C(C)C)(F)F (4-Trifluoromethyl-1-triisopropylsilanyl-1H-pyrrolo[2,3-b]pyridine). Run at temperature 0 celsius, time 1 hour. The reactants are FC(C1=C2C(=NC=C1)NC=C2)(F)F (4-Trifluoromethyl-1H-pyrrolo[2,3-b]pyridine), [H-].[Na+] (Sodium hydride), C(C)(C)[Si](C(C)C)(C(C)C)Cl (Triisopropylsilyl chloride). As a reaction SMILES: [F:1][C:2]([F:13])([F:12])[C:3]1[CH:8]=[CH:7][N:6]=[C:5]2[NH:9][CH:10]=[CH:11][C:4]=12.[H-].[Na+].[CH:16]([Si:19](Cl)([CH:23]([CH3:25])[CH3:24])[CH:20]([CH3:22])[CH3:21])([CH3:18])[CH3:17]>O1CCCC1>[F:13][C:2]([F:12])([F:1])[C:3]1[CH:8]=[CH:7][N:6]=[C:5]2[N:9]([Si:19]([CH:23]([CH3:25])[CH3:24])([CH:20]([CH3:22])[CH3:21])[CH:16]([CH3:18])[CH3:17])[CH:10]=[CH:11][C:4]=12 |f:1.2|. The solvent is O1CCCC1 (tetrahydrofuran). Isolated yield 91.3%. The reactants are CC(=O)CN1C=2C(C(=O)OC1=O)=CC=CC2 (N-methylcarbonylmethyl isatoic anhydride), C(C)#N (acetonitrile), CSC(NC)=N.I.CN(C(S)=N)C (S,N-dimethyl-thiopseudourea dimethyl-thiopseudourea hydroiodide), C([O-])([O-])=O.[Na+].[Na+] (sodium carbonate). Yields the product CC1=NC=2N(C(N=C3C=CC=CC23)=O)C1C (2,3-dimethyl-imidazo[1,2-c]quinazolin-5(3H)-one). RXN SMILES: CC(C[N:5]1[C:11](=[O:12])O[C:8](=O)[C:7]2=[CH:13][CH:14]=[CH:15][CH:16]=[C:6]12)=O.CS[C:19](=[NH:22])NC.I.[CH3:24]N(C)C(=N)S.C(=O)([O-])[O-].[Na+].[Na+].[C:36](#[N:38])[CH3:37]>>[CH3:37][C:36]1[CH:19]([CH3:24])[N:22]2[C:11](=[O:12])[N:5]=[C:6]3[C:7]([CH:13]=[CH:14][CH:15]=[CH:16]3)=[C:8]2[N:38]=1 |f:1.2.3,4.5.6|. Procedure: A mixture of 11.0 g. of N-methylcarbonylmethyl isatoic anhydride, 16.6 g. of S,N-dimethyl-thiopseudourea -dimethyl-thiopseudourea hydroiodide, 5.5 g. of sodium carbonate and 150 ml. of acetonitrile is refluxed for one-half hour, filtered, evaporated to dryness, the residue dissolved in methylene chloride and evaporated again to dryness. The residue is taken up in diglyme, refluxed for one-half hour and cooled with stirring to obtain a precipitate which is recovered by filtering, washed with ethe... Reactants: C(C1=CC=CC=C1)OC(=O)N[C@@H](CC(N)=O)C(=O)N[C@H]([C@@H](CN1C[C@H]2CCCC[C@H]2C[C@H]1C(=O)NC(C)(C)C)O)CC1=CC=CC=C1 (2-[3(S)-[[N-(benzyloxycarbonyl)-L-asparaginyl]amino]-2(R)-hydroxy-4-phenylbutyl]-N-tert.butyl-decahydro-(4aS,8aS)-isoquinoline-3(S)-carboxamide). The reagents and catalysts are [Pd] (palladium-on-charcoal). Solvent: C(C)O (ethanol). The product is N[C@@H](CC(N)=O)C(=O)N[C@H]([C@@H](CN1C[C@H]2CCCC[C@H]2C[C@H]1C(=O)NC(C)(C)C)O)CC1=CC=CC=C1 (2-[3(S)-[(L-asparaginyl)amino]2(R)-hydroxy-4-phenylbutyl]-N-tert.butyl-decahydro-(4aS,8aS)-isoquinoline-3(S)-carboxamide). The yield is 99.5%. RXN SMILES: C(OC([NH:11][C@H:12]([C:17]([NH:19][C@@H:20]([CH2:41][C:42]1[CH:47]=[CH:46][CH:45]=[CH:44][CH:43]=1)[C@H:21]([OH:40])[CH2:22][N:23]1[C@H:32]([C:33]([NH:35][C:36]([CH3:39])([CH3:38])[CH3:37])=[O:34])[CH2:31][C@H:30]2[C@H:25]([CH2:26][CH2:27][CH2:28][CH2:29]2)[CH2:24]1)=[O:18])[CH2:13][C:14](=[O:16])[NH2:15])=O)C1C=CC=CC=1>C(O)C.[Pd]>[NH2:11][C@H:12]([C:17]([NH:19][C@@H:20]([CH2:41][C:42]1[CH:47]=[CH:46][CH:45]=[CH:44][CH:43]=1)[C@H:21]([OH:40])[CH2:22][N:23]1[C@H:32]([C:33]([NH:35][C:36]([CH3:38])([CH3:39])[CH3:37])=[O:34])[CH2:31][C@H:30]2[C@H:25]([CH2:26][CH2:27][CH2:28][CH2:29]2)[CH2:24]1)=[O:18])[CH2:13][C:14](=[O:16])[NH2:15]. Reported procedure: A solution of 195 mg of 2-[3(S)-[[N-(benzyloxycarbonyl)-L-asparaginyl]amino]-2(R)-hydroxy-4-phenylbutyl]-N-tert.butyl-decahydro-(4aS,8aS)-isoquinoline-3(S)-carboxamide in 20 ml of ethanol was hydrogenated at room temperature and atmospheric pressure for 18 hours over 10 mg of 10% palladium-on-charcoal. The catalyst was filtered off and the filtrate was evaporated under reduced pressure to give 154 mg of 2-[3(S)-[(L-asparaginyl)amino]2(R)-hydroxy-4-phenylbutyl]-N-tert.butyl-decahydro-(4aS,8aS)-is... Starting materials: CC=1C(=C(CBr)C=CC1)[N+](=O)[O-] (3-methyl-2nitrobenzyl bromide), CCO (EtOH), [C-]#N.[K+] (KCN). The solvent is O (H2O). Reaction conditions: temperature 60 celsius. Yields the product CC=1C(=C(CC#N)C=CC1)[N+](=O)[O-] (3-METHYL-2-NITROBENZYL CYANIDE). Yield: 93.9%. Reaction SMILES: [CH3:1][C:2]1[C:3]([N+:10]([O-:12])=[O:11])=[C:4]([CH:7]=[CH:8][CH:9]=1)[CH2:5]Br.CCO.[C-:16]#[N:17].[K+]>O>[CH3:1][C:2]1[C:3]([N+:10]([O-:12])=[O:11])=[C:4]([CH:7]=[CH:8][CH:9]=1)[CH2:5][C:16]#[N:17] |f:2.3|. Procedure: A round bottomed flask was charged with 6.51 g (0.028 mol) of 3-methyl-2nitrobenzyl bromide, 120 mL 1:1 EtOH:H2O, and 5.5 g KCN (0.084 mol). The reaction solution was heated to 60° C. for 2 h. The reaction was cooled and the volatiles removed in vacuo. The resulting solid was dissolved in 150 mL water and extracted with 300 mL ethyl acetate. The organic extracts were washed with brine, dried over MgSO4, filtered, and concentrated. This gave 4.63 g (92% yield) of the desired material as a slightl... The reactants are C1(=CC=CC=C1)[As](C1=CC=CC=C1)C1=CC=CC=C1 (Triphenylarsine), [Li+].[Cl-] (LiCl), C(CCC)[Sn](CCCC)(CCCC)C1=NC=CC=C1 (tributylstannyl pyridine), FC(S(=O)(=O)OC=1CCN(CC1)C(=O)OC(C)(C)C)(F)F (tert-Butyl 4-{[(trifluoromethyl)sulfonyl]oxy}-3,6-dihydropyridine-1(2H)-carboxylate). The reagents and catalysts are C=1C=CC(=CC1)/C=C/C(=O)/C=C/C2=CC=CC=C2.C=1C=CC(=CC1)/C=C/C(=O)/C=C/C2=CC=CC=C2.C=1C=CC(=CC1)/C=C/C(=O)/C=C/C2=CC=CC=C2.[Pd].[Pd] (tris(dibenzylideneacetone)-dipalladium(0)). Solvent: CN1CCCC1=O (NMP), CN1CCCC1=O (NMP). Run at time 30 minute. Product: N1=CC(=CC=C1)C=1CCN(CC1)C(=O)OC(C)(C)C (Tert-Butyl 3′,6′-dihydro-3,4′-bipyridine-1′(2′H)-carboxylate). Reaction SMILES: FC(F)(F)S(O[C:7]1[CH2:8][CH2:9][N:10]([C:13]([O:15][C:16]([CH3:19])([CH3:18])[CH3:17])=[O:14])[CH2:11][CH:12]=1)(=O)=O.C1([As](C2C=CC=CC=2)C2C=CC=CC=2)C=CC=CC=1.[Li+].[Cl-].C([Sn]([C:56]1[CH:61]=[CH:60][CH:59]=[CH:58][N:57]=1)(CCCC)CCCC)CCC>CN1C(=O)CCC1.C1C=CC(/C=C/C(/C=C/C2C=CC=CC=2)=O)=CC=1.C1C=CC(/C=C/C(/C=C/C2C=CC=CC=2)=O)=CC=1.C1C=CC(/C=C/C(/C=C/C2C=CC=CC=2)=O)=CC=1.[Pd].[Pd]>[N:57]1[CH:58]=[CH:59][CH:60]=[C:61]([C:7]2[CH2:8][CH2:9][N:10]([C:13]([O:15][C:16]([CH3:19])([CH3:18])[CH3:17])=[O:14])[CH2:11][CH:12]=2)[CH:56]=1 |f:2.3,6.7.8.9.10|. Procedure details: tert-Butyl 4-{[(trifluoromethyl)sulfonyl]oxy}-3,6-dihydropyridine-1(2H)-carboxylate (prepared according to Wustrow, D. J., Wise, L. D., Synthesis, (1991), 993-995; 2.73 g, 8.22 mmol) was dissolved in 80 mL of NMP. Triphenylarsine (220 mg, 0.66 mmol), LiCl (1.09 g, 24.7 mmol), and tris(dibenzylideneacetone)-dipalladium(0) (156 mg, 0.160 mmol) were then added to the reaction vessel. After 10 min of constant stirring, tributylstannyl pyridine (4.0 g, 9.7 mmol) in 10 mL of NMP was added using a syri... Starting materials: C[Mg]Br (methyl magnesium bromide), C(C)(C)(C)OC(=O)N1C(=CC2=CC(=CC=C12)C(CC)=O)C=1C2=C(N(N1)C(=O)OC(C)(C)C)C=CS2 (2-(1-tert-butoxycarbonyl-1H-thieno[3,2-c]pyrazol-3-yl)-5-propionyl-indole-1-carboxylic acid tert-butyl ester), C(C)(C)(C)OC(=O)N1C(=CC2=CC(=CC=C12)C(CC)=O)C=1C2=C(N(N1)C(=O)OC(C)(C)C)C=CS2 (2-(1-tert-butoxycarbonyl-1H-thieno[3,2-c]pyrazol-3-yl)-5-propionyl-indole-1-carboxylic acid tert-butyl ester), O1CCCC1 (tetrahydrofuran), C[Mg]Br (methylmagnesium bromide). Run at temperature -78 celsius, time 30 minute. Yields the product N1N=C(C2=C1C=CS2)C=2NC1=CC=C(C=C1C2)C(C)(CC)O (2-[2-(1H-thieno[3,2-c]pyrazol-3-yl)-1H-indol-5-yl]-butan-2-ol). The yield is 52.0%. Reaction SMILES: C(OC([N:8]1[C:16]2[C:11](=[CH:12][C:13]([C:17](=[O:20])[CH2:18]C)=[CH:14][CH:15]=2)[CH:10]=[C:9]1[C:21]1[C:22]2[S:35][CH:34]=[CH:33][C:23]=2[N:24](C(OC(C)(C)C)=O)[N:25]=1)=O)(C)(C)C.C[Mg]Br.O1CC[CH2:41][CH2:40]1>>[NH:24]1[C:23]2[CH:33]=[CH:34][S:35][C:22]=2[C:21]([C:9]2[NH:8][C:16]3[C:11]([CH:10]=2)=[CH:12][C:13]([C:17]([OH:20])([CH2:40][CH3:41])[CH3:18])=[CH:14][CH:15]=3)=[N:25]1. Procedure details: A solution of 2-(1-tert-butoxycarbonyl-1H-thieno[3,2-c]pyrazol-3-yl)-5-propionyl-indole-1-carboxylic acid tert-butyl ester [450 mg, 0.908 mmol, Intermediate (15)] in anhydrous tetrahydrofuran (25 mL) that is cooled to −78° C. is added methylmagnesium bromide (1M in tetrahydrofuran, 3 mL) via syringe under nitrogen. After stirring for 30 minutes cooling bath is removed and brought the reaction to room temperature. The reaction is cooled to −78° C. then additional 5 mL of methyl magnesium bromide ... The reactants are C(C=C)[C@@]1(C(N([C@@H]([C@H](C1)C1=CC(=CC=C1)Cl)C1=CC=C(C=C1)Cl)[C@H](CO)C1CC1)=O)C ((3S,5R,6S)-3-allyl-5-(3-chlorophenyl)-6-(4-chlorophenyl)-1-((S)-1-cyclopropyl-2-hydroxyethyl)-3-methylpiperidin-2-one), CN(S(=O)(=O)N)C (N,N-dimethylsulfamide). Yields the product ClC=1C=C(C=CC1)[C@H]1C[C@@](C(N([C@@H]1C1=CC=C(C=C1)Cl)[C@H](CNS(N(C)C)(=O)=O)C1CC1)=O)(CC=C)C ((3S,5R,6S)-5-(3-Chlorophenyl)-6-(4-chlorophenyl)-1-[(1S)-1-cyclopropyl-2-[(dimethylsulfamoyl)amino]ethyl]-3-methyl-3-(prop-2-en-1-yl)piperidin-2-one). RXN SMILES: [CH2:1]([C@@:4]1([CH3:31])[CH2:9][C@H:8]([C:10]2[CH:15]=[CH:14][CH:13]=[C:12]([Cl:16])[CH:11]=2)[C@@H:7]([C:17]2[CH:22]=[CH:21][C:20]([Cl:23])=[CH:19][CH:18]=2)[N:6]([C@@H:24]([CH:27]2[CH2:29][CH2:28]2)[CH2:25]O)[C:5]1=[O:30])[CH:2]=[CH2:3].[CH3:32][N:33]([CH3:38])[S:34]([NH2:37])(=[O:36])=[O:35]>>[Cl:16][C:12]1[CH:11]=[C:10]([C@@H:8]2[C@@H:7]([C:17]3[CH:18]=[CH:19][C:20]([Cl:23])=[CH:21][CH:22]=3)[N:6]([C@@H:24]([CH:27]3[CH2:29][CH2:28]3)[CH2:25][NH:37][S:34](=[O:36])(=[O:35])[N:33]([CH3:38])[CH3:32])[C:5](=[O:30])[C@@:4]([CH3:31])([CH2:1][CH:2]=[CH2:3])[CH2:9]2)[CH:15]=[CH:14][CH:13]=1. Procedure details: The title compound was prepared from (3S,5R,6S)-3-allyl-5-(3-chlorophenyl)-6-(4-chlorophenyl)-1-((S)-1-cyclopropyl-2-hydroxyethyl)-3-methylpiperidin-2-one (Example 252, Step A) and N,N-dimethylsulfamide (TCI America, Portland, Oreg.) following a procedure similar to the one described in Example 202, Step C. Run in C(C)O (ethyl alcohol). As a reaction SMILES: [N:1]1([CH2:7][CH2:8][CH2:9][N:10]2[C:18]3[C:13](=[CH:14][C:15]([OH:19])=[CH:16][CH:17]=3)[C:12]([NH:20][CH2:21][CH2:22][CH2:23][N:24]([CH2:27][CH3:28])[CH2:25][CH3:26])=[N:11]2)[CH2:6][CH2:5][CH2:4][CH2:3][CH2:2]1.[ClH:29].C(OCC)C>C(O)C>[ClH:29].[ClH:29].[N:1]1([CH2:7][CH2:8][CH2:9][N:10]2[C:18]3[C:13](=[CH:14][C:15]([OH:19])=[CH:16][CH:17]=3)[C:12]([NH:20][CH2:21][CH2:22][CH2:23][N:24]([CH2:27][CH3:28])[CH2:25][CH3:26])=[N:11]2)[CH2:6][CH2:5][CH2:4][CH2:3][CH2:2]1 |f:4.5.6|. Yields the product Cl.Cl.N1(CCCCC1)CCCN1N=C(C2=CC(=CC=C12)O)NCCCN(CC)CC (1-(3-piperidinopropyl)-3-(3-diethylaminopropylamino)-5-hydroxyindazole dihydrochloride). Procedure details: In 50 ml of absolute ethyl alcohol was dissolved 4.0 g of the 1-(3-piperidinopropyl)-3-(3-diethylaminopropylamino)-5-hydroxyindazole, and into the solution was introduced dried hydrogen chloride gas under cooling with ice. Then to the solution was added anhydrous diethyl ether to separate crystals. The crystals were obtained by filtration and dried to give 1-(3-piperidinopropyl)-3-(3-diethylaminopropylamino)-5-hydroxyindazole dihydrochloride having the following analytical value. The reactants are N1(CCCCC1)CCCN1N=C(C2=CC(=CC=C12)O)NCCCN(CC)CC (1-(3-piperidinopropyl)-3-(3-diethylaminopropylamino)-5-hydroxyindazole), Cl (hydrogen chloride), C(C)OCC (diethyl ether).